From a dataset of the Open Reaction Database (ORD), a public repository of structured organic reaction records. describe an organic reaction: reactants, conditions, products, and yield Reactants: NC[C@H]1N(CCC[C@H]1C)C(=O)C1=C(C=CC(=C1)C)C=1C=NN(C1)C (((2S,3R)-2-(aminomethyl)-3-methylpiperidin-1-yl)(5-methyl-2-(1-methyl-1H-pyrazol-4-yl)phenyl)methanone), CC1=CC=C(C(=N1)C(=O)O)N1N=CC=C1 (6-methyl-3-(1H-pyrazol-1-yl)picolinic acid). The product is NC[C@H]1N(CCC[C@H]1C)C(=O)C1=NC(=CC=C1N1N=CC=C1)C (((2S,3R)-2-(Aminomethyl)-3-methylpiperidin-1-yl)(6-methyl-3-(1H-pyrazol-1-yl)pyridin-2-yl)methanone). Reaction SMILES: [NH2:1][CH2:2][C@@H:3]1[C@H:8]([CH3:9])[CH2:7][CH2:6][CH2:5][N:4]1C(C1C=C(C)C=CC=1C1C=NN(C)C=1)=O.[CH3:25][C:26]1[N:31]=[C:30]([C:32]([OH:34])=O)[C:29]([N:35]2[CH:39]=[CH:38][CH:37]=[N:36]2)=[CH:28][CH:27]=1>>[NH2:1][CH2:2][C@@H:3]1[C@H:8]([CH3:9])[CH2:7][CH2:6][CH2:5][N:4]1[C:32]([C:30]1[C:29]([N:35]2[CH:39]=[CH:38][CH:37]=[N:36]2)=[CH:28][CH:27]=[C:26]([CH3:25])[N:31]=1)=[O:34]. Procedure details: The title compound was prepared following the same general protocol as described for ((2S,3R)-2-(aminomethyl)-3-methylpiperidin-1-yl)(5-methyl-2-(1-methyl-1H-pyrazol-4-yl)phenyl)methanone in Example A1 using 6-methyl-3-(1H-pyrazol-1-yl)picolinic acid. MS (ESI) 314 (M+H). The reactants are BrC=1SC=C(N1)C(=O)NC=1C=NN(C1[C@@H]1CC[C@H]([C@@H](CO1)F)NC(OC(C)(C)C)=O)C (tert-butyl ((3S,4R,7S)-7-(4-(2-bromothiazole-4-carboxamido)-1-methyl-1H-pyrazol-5-yl)-3-fluorooxepan-4-yl)carbamate), BrC=1SC=C(N1)C(=O)NC=1C=NN(C1[C@@H]1CC[C@H]([C@@H](CO1)F)NC(OC(C)(C)C)=O)C (tert-butyl ((3S,4R,7S)-7-(4-(2-bromothiazole-4-carboxamido)-1-methyl-1H-pyrazol-5-yl)-3-fluorooxepan-4-yl)carbamate), COC1=NC=CC=C1B(O)O ((2-methoxypyridin-3-yl)boronic acid). Yields the product N[C@@H]1CC[C@H](OC[C@H]1F)C1=C(C=NN1C)NC(=O)C=1N=C(SC1)C=1C(=NC=CC1)OC (N-(5-((2S,5R,6S)-5-amino-6-fluorooxepan-2-yl)-1-methyl-1H-pyrazol-4-yl)-2-(2-methoxypyridin-3-yl)thiazole-4-carboxamide). RXN SMILES: Br[C:2]1[S:3][CH:4]=[C:5]([C:7]([NH:9][C:10]2[CH:11]=[N:12][N:13]([CH3:31])[C:14]=2[C@H:15]2[O:21][CH2:20][C@@H:19]([F:22])[C@H:18]([NH:23]C(=O)OC(C)(C)C)[CH2:17][CH2:16]2)=[O:8])[N:6]=1.[CH3:32][O:33][C:34]1[C:39](B(O)O)=[CH:38][CH:37]=[CH:36][N:35]=1>>[NH2:23][C@H:18]1[C@H:19]([F:22])[CH2:20][O:21][C@H:15]([C:14]2[N:13]([CH3:31])[N:12]=[CH:11][C:10]=2[NH:9][C:7]([C:5]2[N:6]=[C:2]([C:39]3[C:34]([O:33][CH3:32])=[N:35][CH:36]=[CH:37][CH:38]=3)[S:3][CH:4]=2)=[O:8])[CH2:16][CH2:17]1. Procedure: Following the procedure for Example 101 starting from tert-butyl ((3S,4R,7S)-7-(4-(2-bromothiazole-4-carboxamido)-1-methyl-1H-pyrazol-5-yl)-3-fluorooxepan-4-yl)carbamate (Intermediate 99), and replacing 3,6-dihydro-2H-pyran-4-boronic acid pinacol ester with (2-methoxypyridin-3-yl)boronic acid gave 232. LCMS (ES+) m/z 447 (M+1). Reaction SMILES: [F:1][C:2]1[CH:3]=[C:4](B(O)O)[CH:5]=[N:6][C:7]=1[O:8][CH3:9].FC(F)(F)S(O[C:19]1[CH:28]=[CH:27][CH:26]=[C:25]2[C:20]=1[CH2:21][C@H:22]([N:29]([CH2:37][C:38]1[CH:43]=[CH:42][CH:41]=[CH:40][CH:39]=1)[CH2:30][C:31]1[CH:36]=[CH:35][CH:34]=[CH:33][CH:32]=1)[CH2:23][O:24]2)(=O)=O>>[CH2:37]([N:29]([CH2:30][C:31]1[CH:36]=[CH:35][CH:34]=[CH:33][CH:32]=1)[C@H:22]1[CH2:21][C:20]2[C:25](=[CH:26][CH:27]=[CH:28][C:19]=2[C:4]2[CH:5]=[N:6][C:7]([O:8][CH3:9])=[C:2]([F:1])[CH:3]=2)[O:24][CH2:23]1)[C:38]1[CH:39]=[CH:40][CH:41]=[CH:42][CH:43]=1. Isolated yield 71.0%. Reported procedure: The title compound was synthesized as described for Intermediate example I-2 in 71% yield, starting from 5-fluoro-6-methoxypyridin-3-ylboronic acid (1.7 equiv) and (3S)-3-(dibenzylamino)-3,4-dihydro-2H-chromen-5-yl trifluoromethanesulfonate (1 equiv): 1H NMR (400 MHz, DMSO-d6) δ ppm 7.96 (d, 1 H), 7.73 (dd, 1 H), 7.23-7.37 (m, 8 H), 7.06-7.22 (m, 3 H), 6.78 (dd, 2 H), 4.34 (d, 1 H), 3.92-4.08 (m, 4 H), 3.60-3.79 (m, 4 H), 3.18-3.30 (m, 1 H), 2.89-3.10 (m, 2 H); MS (ESI) m/z 455[M+H+]. Product: C(C1=CC=CC=C1)N([C@@H]1COC2=CC=CC(=C2C1)C=1C=NC(=C(C1)F)OC)CC1=CC=CC=C1 ((3S)-N,N-dibenzyl-5-(5-fluoro-6-methoxypyridin-3-yl)chroman-3-amine). Starting materials: FC=1C=C(C=NC1OC)B(O)O (5-fluoro-6-methoxypyridin-3-ylboronic acid), FC(S(=O)(=O)OC1=C2C[C@@H](COC2=CC=C1)N(CC1=CC=CC=C1)CC1=CC=CC=C1)(F)F ((3S)-3-(dibenzylamino)-3,4-dihydro-2H-chromen-5-yl trifluoromethanesulfonate). The reactants are FC=1C=C2C(=NC1)N(C(=C2)C2=CN(C1=CC(=C(C=C21)OC)OC)CCI)S(=O)(=O)C2=CC=C(C=C2)C (5-fluoro-2-[1-(2-iodoethyl)-5,6-dimethoxy-1H-indol-3-yl]-1-(toluene-4-sulfonyl)-1H-pyrrolo[2,3-b]pyridine), C([O-])([O-])=O.[K+].[K+] (potassium carbonate), N1CCOCC1 (morpholine). Solvent: C(C)#N (acetonitrile). Yields the product COC=1C=C2C(=CN(C2=CC1OC)CCN1CCOCC1)C1=CC=2C(=NC=C(C2)F)N1S(=O)(=O)C1=CC=C(C=C1)C (2-[5,6-dimethoxy-1-(2-morpholin-4-ylethyl)-1H-indol-3-yl]-5-fluoro-1-(toluene-4-sulfonyl)-1H-pyrrolo[2,3-b]pyridine). As a reaction SMILES: [F:1][C:2]1[CH:3]=[C:4]2[CH:10]=[C:9]([C:11]3[C:19]4[C:14](=[CH:15][C:16]([O:22][CH3:23])=[C:17]([O:20][CH3:21])[CH:18]=4)[N:13]([CH2:24][CH2:25]I)[CH:12]=3)[N:8]([S:27]([C:30]3[CH:35]=[CH:34][C:33]([CH3:36])=[CH:32][CH:31]=3)(=[O:29])=[O:28])[C:5]2=[N:6][CH:7]=1.C(=O)([O-])[O-].[K+].[K+].[NH:43]1[CH2:48][CH2:47][O:46][CH2:45][CH2:44]1>C(#N)C>[CH3:21][O:20][C:17]1[CH:18]=[C:19]2[C:14](=[CH:15][C:16]=1[O:22][CH3:23])[N:13]([CH2:24][CH2:25][N:43]1[CH2:48][CH2:47][O:46][CH2:45][CH2:44]1)[CH:12]=[C:11]2[C:9]1[N:8]([S:27]([C:30]2[CH:35]=[CH:34][C:33]([CH3:36])=[CH:32][CH:31]=2)(=[O:29])=[O:28])[C:5]2=[N:6][CH:7]=[C:2]([F:1])[CH:3]=[C:4]2[CH:10]=1 |f:1.2.3|. Reported procedure: But using 1 g of 5-fluoro-2-[1-(2-iodoethyl)-5,6-dimethoxy-1H-indol-3-yl]-1-(toluene-4-sulfonyl)-1H-pyrrolo[2,3-b]pyridine, 0.223 g of potassium carbonate and 0.28 ml of morpholine in 100 ml of acetonitrile. 0.83 g of 2-[5,6-dimethoxy-1-(2-morpholin-4-ylethyl)-1H-indol-3-yl]-5-fluoro-1-(toluene-4-sulfonyl)-1H-pyrrolo[2,3-b]pyridine is thus obtained in the form of a solid, the characteristics of which are as follows: